Dataset: the Open Reaction Database (ORD), a public repository of structured organic reaction records. Task: describe an organic reaction: reactants, conditions, products, and yield Reactants: COC(=O)C=1C(=C2C=C(C(N(C2=C(N1)C=1C(=NC=CC1)C)CC1=CC=CC=C1)=O)C1=CC=CC=C1)O (1-benzyl-5-hydroxy-8-(2-methyl-pyridin-3-yl)-2-oxo-3-phenyl-1,2-dihydro-[1,7]naphthyridine-6-carboxylic acid methyl ester), NCCC(=O)O (β-alanine), C[O-].[Na+] (NaOMe). The product is C(C1=CC=CC=C1)N1C(C(=CC2=C(C(=NC(=C12)C=1C(=NC=CC1)C)C(=O)NCCC(=O)O)O)C1=CC=CC=C1)=O (3-{[1-Benzyl-5-hydroxy-8-(2-methyl-pyridin-3-yl)-2-oxo-3-phenyl-1,2-dihydro-[1,7]naphthyridine-6-carbonyl]-amino}-propionic acid). Isolated yield 63.4%. RXN SMILES: CO[C:3]([C:5]1[C:6]([OH:36])=[C:7]2[C:12](=[C:13]([C:15]3[C:16]([CH3:21])=[N:17][CH:18]=[CH:19][CH:20]=3)[N:14]=1)[N:11]([CH2:22][C:23]1[CH:28]=[CH:27][CH:26]=[CH:25][CH:24]=1)[C:10](=[O:29])[C:9]([C:30]1[CH:35]=[CH:34][CH:33]=[CH:32][CH:31]=1)=[CH:8]2)=[O:4].[NH2:37][CH2:38][CH2:39][C:40]([OH:42])=[O:41].C[O-].[Na+]>>[CH2:22]([N:11]1[C:12]2[C:7](=[C:6]([OH:36])[C:5]([C:3]([NH:37][CH2:38][CH2:39][C:40]([OH:42])=[O:41])=[O:4])=[N:14][C:13]=2[C:15]2[C:16]([CH3:21])=[N:17][CH:18]=[CH:19][CH:20]=2)[CH:8]=[C:9]([C:30]2[CH:35]=[CH:34][CH:33]=[CH:32][CH:31]=2)[C:10]1=[O:29])[C:23]1[CH:24]=[CH:25][CH:26]=[CH:27][CH:28]=1 |f:2.3|. Reported procedure: A mixture of 1-benzyl-5-hydroxy-8-(2-methyl-pyridin-3-yl)-2-oxo-3-phenyl-1,2-dihydro-[1,7]naphthyridine-6-carboxylic acid methyl ester (28 mg, 0.059 mmol), β-alanine (628 mg, 7.0 mmol) and NaOMe solution (10.5 mL, 5.3 mmol, 0.5 M in MeOH) was refluxed for 16 h. After the mixture was cooled to r.t., the solvent was evaporated in vacuo. The residue was partitioned between EtOAc and water. 1 M HCl was added with vigorous stirring until pH was about 3-4. The aqueous layer was extracted with addition... Reactants: OBO, OCc1ccc(Br)cc1, COc1ccccc1CN(C(=O)c1sc2ccccc2c1Cl)C1CCC(N(C)C(=O)OC(C)(C)C)CC1. Product: COc1ccc(-c2ccc(CO)cc2)cc1CN(C(=O)c1sc2ccccc2c1Cl)C1CCC(N(C)C(=O)OC(C)(C)C)CC1. RXN SMILES: [BH:1]([OH:2])[OH:3].[Br:41][c:42]1[cH:43][cH:44][c:45]([CH2:48][OH:49])[cH:46][cH:47]1.[C:4](=[O:5])([O:6][C:7]([CH3:8])([CH3:9])[CH3:10])[N:11]([CH:12]1[CH2:13][CH2:14][CH:15]([N:18]([C:19](=[O:20])[c:21]2[c:22]([Cl:30])[c:23]3[c:24]([s:25]2)[cH:26][cH:27][cH:28][cH:29]3)[CH2:31][c:32]2[cH:33][cH:34][cH:35][cH:36][c:37]2[O:38][CH3:39])[CH2:16][CH2:17]1)[CH3:40]>>[C:4](=[O:5])([O:6][C:7]([CH3:8])([CH3:9])[CH3:10])[N:11]([CH:12]1[CH2:13][CH2:14][CH:15]([N:18]([C:19](=[O:20])[c:21]2[c:22]([Cl:30])[c:23]3[c:24]([s:25]2)[cH:26][cH:27][cH:28][cH:29]3)[CH2:31][c:32]2[cH:33][c:34](-[c:42]3[cH:43][cH:44][c:45]([CH2:48][OH:49])[cH:46][cH:47]3)[cH:35][cH:36][c:37]2[O:38][CH3:39])[CH2:16][CH2:17]1)[CH3:40]. The reactants are CC(C(=O)OCC)CC\C=C/C\C=C/C\C=C/C\C=C/CCCCC (ethyl 2-methylarachidonate), C(CCC\C=C/C\C=C/C\C=C/C\C=C/CCCCC)(=O)OCC (ethyl arachidonate). Product: CC(C(=O)OCC)(CC\C=C/C\C=C/C\C=C/C\C=C/CCCCC)C (ethyl 2,2-dimethylarachidonate). As a reaction SMILES: [CH3:1][CH:2]([CH2:8][CH2:9]/[CH:10]=[CH:11]\[CH2:12]/[CH:13]=[CH:14]\[CH2:15]/[CH:16]=[CH:17]\[CH2:18]/[CH:19]=[CH:20]\[CH2:21][CH2:22][CH2:23][CH2:24][CH3:25])[C:3]([O:5][CH2:6][CH3:7])=[O:4].[C:26](OCC)(=O)CCC/C=C\C/C=C\C/C=C\C/C=C\CCCCC>>[CH3:1][C:2]([CH3:26])([CH2:8][CH2:9]/[CH:10]=[CH:11]\[CH2:12]/[CH:13]=[CH:14]\[CH2:15]/[CH:16]=[CH:17]\[CH2:18]/[CH:19]=[CH:20]\[CH2:21][CH2:22][CH2:23][CH2:24][CH3:25])[C:3]([O:5][CH2:6][CH3:7])=[O:4]. Procedure: The ethyl 2-methylarachidonate produced in Example 1 is substituted for the ethyl arachidonate in Example 1 and the procedure of Example 1 is repeated to afford ethyl 2,2-dimethylarachidonate. That compound is represented structurally by the following formula ##SPC3## The product is OC=1C=CC2=C(NC(CO2)=O)C1 (6-hydroxy-2H-1,4-benzoxazin-3-(4H)-one). Starting materials: ClCC(=O)NC1=C(O)C=CC(=C1)O (2-(α-chloroacetamido)-hydroquinone), C[O-].[Na+] (sodium methoxide), CO (methanol), O (water), ( 1 ). Reaction SMILES: C[O-].[Na+].CO.Cl[CH2:7][C:8]([NH:10][C:11]1[CH:17]=[C:16]([OH:18])[CH:15]=[CH:14][C:12]=1[OH:13])=[O:9].O>CN(C)C=O>[OH:18][C:16]1[CH:15]=[CH:14][C:12]2[O:13][CH2:7][C:8](=[O:9])[NH:10][C:11]=2[CH:17]=1 |f:0.1|. Procedure: 30% sodium methoxide in methanol (18.4 g, 0.075 mole) was added under stirring to the 2-(α-chloroacetamido)-hydroquinone (13.4 g, 0.075 mole) in dimethylformamide (DMF 10 ml). The resulting solution was poured into water (150 ml) and the separated solid was Coupler (1) (9 g, 73%). Run in CN(C=O)C (dimethylformamide). The reactants are C=O, CC(=O)O, COc1ccc(C(=O)NC(=O)NC2CCNCC2)cc1, N, O, c1ccc2[nH]ccc2c1. The product is COc1ccc(C(=O)NC(=O)NC2CCN(Cc3c[nH]c4ccccc34)CC2)cc1. As a reaction SMILES: [CH2:1]=[O:2].[CH3:33][C:34](=[O:35])[OH:36].[CH3:3][O:4][c:5]1[cH:6][cH:7][c:8]([C:9](=[O:10])[NH:11][C:12]([NH:13][CH:14]2[CH2:15][CH2:16][NH:17][CH2:18][CH2:19]2)=[O:20])[cH:21][cH:22]1.[NH3:32].[OH2:37].[nH:23]1[cH:24][cH:25][c:26]2[cH:27][cH:28][cH:29][cH:30][c:31]12>>[CH2:1]([N:17]1[CH2:16][CH2:15][CH:14]([NH:13][C:12]([NH:11][C:9]([c:8]2[cH:7][cH:6][c:5]([O:4][CH3:3])[cH:22][cH:21]2)=[O:10])=[O:20])[CH2:19][CH2:18]1)[c:25]1[cH:24][nH:23][c:31]2[c:26]1[cH:27][cH:28][cH:29][cH:30]2.